Dataset: the Open Reaction Database (ORD), a public repository of structured organic reaction records. Task: describe an organic reaction: reactants, conditions, products, and yield The reactants are Cn1c(=O)c(Br)nn(CCCC(F)(F)F)c1=O, CCOC(=O)C(C)(C)Oc1cccc(CCCO)c1. Yields the product CCOC(=O)C(C)(C)Oc1cccc(CCCOc2nn(CCCC(F)(F)F)c(=O)n(C)c2=O)c1. RXN SMILES: [Br:1][c:2]1[c:3](=[O:17])[n:4]([CH3:16])[c:5](=[O:15])[n:6]([CH2:8][CH2:9][CH2:10][C:11]([F:12])([F:13])[F:14])[n:7]1.[OH:18][CH2:19][CH2:20][CH2:21][c:22]1[cH:23][c:24]([O:25][C:26]([C:27](=[O:28])[O:29][CH2:30][CH3:31])([CH3:32])[CH3:33])[cH:34][cH:35][cH:36]1>>[c:2]1([O:18][CH2:19][CH2:20][CH2:21][c:22]2[cH:23][c:24]([O:25][C:26]([C:27](=[O:28])[O:29][CH2:30][CH3:31])([CH3:32])[CH3:33])[cH:34][cH:35][cH:36]2)[c:3](=[O:17])[n:4]([CH3:16])[c:5](=[O:15])[n:6]([CH2:8][CH2:9][CH2:10][C:11]([F:12])([F:13])[F:14])[n:7]1. Starting materials: C(C)OC(=O)C=1OC2=C(C1)C=C(C=C2C=O)C (7-formyl-5-methyl-benzofuran-2-carboxylic acid ethyl ester), CN(S(=O)(=O)N1C(=NC=C1)[Si](C)(C)C(C)(C)C)C (2-(tert-butyl-dimethyl-silanyl)-imidazole-1-sulfonic acid dimethylamide). The solvent is C1CCOC1 (THF), C1CCOC1 (THF), CCCCCCC (heptane). Reaction conditions: time 15 minute. Product: C(C)OC(=O)C=1OC2=C(C1)C=C(C=C2C(O)C=2N=C(N(C2)S(N(C)C)(=O)=O)[Si](C)(C)C(C)(C)C)C (rac-7-{[2-(tert-butyl-dimethyl-silanyl)-1-dimethylsulfamoyl-1H-imidazol-4-yl]-hydroxy-methyl}-5-methyl-benzofuran-2-carboxylic acid ethyl ester). Reaction SMILES: [CH3:1][N:2]([CH3:18])[S:3]([N:6]1[CH:10]=[CH:9][N:8]=[C:7]1[Si:11]([C:14]([CH3:17])([CH3:16])[CH3:15])([CH3:13])[CH3:12])(=[O:5])=[O:4].[CH2:19]([O:21][C:22]([C:24]1[O:25][C:26]2[C:32]([CH:33]=[O:34])=[CH:31][C:30]([CH3:35])=[CH:29][C:27]=2[CH:28]=1)=[O:23])[CH3:20]>C1COCC1.CCCCCCC>[CH2:19]([O:21][C:22]([C:24]1[O:25][C:26]2[C:32]([CH:33]([C:9]3[N:8]=[C:7]([Si:11]([C:14]([CH3:15])([CH3:17])[CH3:16])([CH3:13])[CH3:12])[N:6]([S:3](=[O:4])(=[O:5])[N:2]([CH3:18])[CH3:1])[CH:10]=3)[OH:34])=[CH:31][C:30]([CH3:35])=[CH:29][C:27]=2[CH:28]=1)=[O:23])[CH3:20]. Reported procedure: A solution of 2-(tert-butyl-dimethyl-silanyl)-imidazole-1-sulfonic acid dimethylamide (1.0 g) in THF (10 ml) was cooled under an Argon atmosphere to −78° C. n-Buthyllithium solution (1.6 M in heptane, 2.37 ml) were added dropwise. After stirring for 1 hr at −78° C. a solution of 7-formyl-5-methyl-benzofuran-2-carboxylic acid ethyl ester (963 mg) in THF (10 ml) was added dropwise. Stirring was continued for 15 min at −78° C., then the reaction mixture was warmed up to r.t. overnight. After quench... Reactants: ClC=1C=CC(=NC1)C1=NN=C(C2=CC=CC=C12)NC1=CC=C(C=C1)SC1=CC=NC2=CC=C(N=C12)OC (4-(5-chloropyridin-2-yl)-N-(4-(6-methoxy-1,5-naphthyridin-4-ylthio)phenyl)phthalazin-1-amine), Br (HBr), C(C)(=O)O (acetic acid). Run at temperature 85 celsius, time 2 hour. The product is ClC=1C=CC(=NC1)C1=NN=C(C2=CC=CC=C12)NC1=CC=C(C=C1)SC=1C=CN=C2C=CC(NC12)=O (8-(4-(4-(5-chloropyridin-2-yl)phthalazin-1-ylamino)phenylthio)-1,5-naphthyridin-2(1H)-one). Reaction SMILES: [Cl:1][C:2]1[CH:3]=[CH:4][C:5]([C:8]2[C:17]3[C:12](=[CH:13][CH:14]=[CH:15][CH:16]=3)[C:11]([NH:18][C:19]3[CH:24]=[CH:23][C:22]([S:25][C:26]4[C:35]5[C:30](=[CH:31][CH:32]=[C:33]([O:36]C)[N:34]=5)[N:29]=[CH:28][CH:27]=4)=[CH:21][CH:20]=3)=[N:10][N:9]=2)=[N:6][CH:7]=1.Br.C(O)(=O)C>>[Cl:1][C:2]1[CH:3]=[CH:4][C:5]([C:8]2[C:17]3[C:12](=[CH:13][CH:14]=[CH:15][CH:16]=3)[C:11]([NH:18][C:19]3[CH:24]=[CH:23][C:22]([S:25][C:26]4[CH:27]=[CH:28][N:29]=[C:30]5[C:35]=4[NH:34][C:33](=[O:36])[CH:32]=[CH:31]5)=[CH:21][CH:20]=3)=[N:10][N:9]=2)=[N:6][CH:7]=1. Reported procedure: A small reaction vial was charged with 4-(5-chloropyridin-2-yl)-N-(4-(6-methoxy-1,5-naphthyridin-4-ylthio)phenyl)phthalazin-1-amine (50 mg, 0.096 mmol), HBr (1.04 mL, 19.12 mmol), and acetic acid (1.1 mL, 19.12 mmol). The mixture was stirred at 85° C. for 2 hrs. LC/MS showed completion of the reaction. The reaction mixture was poured onto an aqueous sodium bicarbonate solution ice bath and the product was extracted with DCM. The organic layer was dried over sodium sulfate and concentrated to aff... Starting materials: F[C@@]12[C@]3(C=CC(C=C3CC[C@H]1[C@@H]1C[C@@H]([C@](C(CS)=O)([C@]1(CC2O)C)OC(CCCC)=O)C)=O)C (9-fluoro-11 -hydroxy-16β-methyl-17-(1-oxopentyloxy)-pregna-1,4-diene-3,20-dione-21-thiol), C(=O)N[C@@H](CCSC)C(=O)O (N-formyl-L-methionine). Product: F[C@@]12[C@]3(C=CC(C=C3CC[C@H]1[C@@H]1C[C@@H]([C@](C(CSC(C(CCSC)NC=O)=O)=O)([C@]1(C[C@@H]2O)C)OC(CCCC)=O)C)=O)C (9-Fluoro-21-[2-(formylamino)-4-methylthio-1-oxobutylthio]-11β-hydroxy-16β-methyl-17-(1-oxopentyloxy)-pregna-1,4-diene-3,20-dione). The yield is 16.2%. As a reaction SMILES: [F:1][C@:2]12[CH:22]([OH:23])[CH2:21][C@@:20]3([CH3:24])[C@@H:12]([CH2:13][C@H:14]([CH3:32])[C@:15]3([O:25][C:26](=[O:31])[CH2:27][CH2:28][CH2:29][CH3:30])[C:16](=[O:19])[CH2:17][SH:18])[C@@H:11]1[CH2:10][CH2:9][C:8]1[C@:3]2([CH3:34])[CH:4]=[CH:5][C:6](=[O:33])[CH:7]=1.[CH:35]([NH:37][C@H:38]([C:43](O)=[O:44])[CH2:39][CH2:40][S:41][CH3:42])=[O:36]>>[F:1][C@:2]12[C@@H:22]([OH:23])[CH2:21][C@@:20]3([CH3:24])[C@@H:12]([CH2:13][C@H:14]([CH3:32])[C@:15]3([O:25][C:26](=[O:31])[CH2:27][CH2:28][CH2:29][CH3:30])[C:16](=[O:19])[CH2:17][S:18][C:43](=[O:44])[CH:38]([NH:37][CH:35]=[O:36])[CH2:39][CH2:40][S:41][CH3:42])[C@@H:11]1[CH2:10][CH2:9][C:8]1[C@:3]2([CH3:34])[CH:4]=[CH:5][C:6](=[O:33])[CH:7]=1. Reported procedure: The title compound (1.03 gm) was prepared from 9-fluoro-11 -hydroxy-16β-methyl-17-(1-oxopentyloxy)-pregna-1,4-diene-3,20-dione-21-thiol (4.80 gm) and N-formyl-L-methionine (6.15 gm) in the same manner as in Synthetic Example 1. Reactants: FC(C(=O)O)(F)F (trifluoroacetic acid), N1(CCOCC1)C1=CC(=NC=2N1N=C(C2)C2=CC=CC=C2)NN ((7-morpholin-4-yl-2-phenyl-pyrazolo[1,5-a]pyrimidin-5-yl)-hydrazine), ClC=1C=C(C=O)C=CC1 (3-chloro-benzaldehyde). Run in C(C)O (ethanol). Conditions: time 1 hour. The product is ClC=1C=C(C=NNC2=NC=3N(C(=C2)N2CCOCC2)N=C(C3)C3=CC=CC=C3)C=CC1 (N-(3-chloro-benzylidene)-N′-(7-morpholin-4-yl-2-phenyl-pyrazolo[1,5-a]pyrimidin-5-yl)-hydrazine). Isolated yield 34.0%. Reaction SMILES: FC(F)(F)C(O)=O.[N:8]1([C:14]2[N:19]3[N:20]=[C:21]([C:23]4[CH:28]=[CH:27][CH:26]=[CH:25][CH:24]=4)[CH:22]=[C:18]3[N:17]=[C:16]([NH:29][NH2:30])[CH:15]=2)[CH2:13][CH2:12][O:11][CH2:10][CH2:9]1.[Cl:31][C:32]1[CH:33]=[C:34]([CH:37]=[CH:38][CH:39]=1)[CH:35]=O>C(O)C>[Cl:31][C:32]1[CH:33]=[C:34]([CH:37]=[CH:38][CH:39]=1)[CH:35]=[N:30][NH:29][C:16]1[CH:15]=[C:14]([N:8]2[CH2:13][CH2:12][O:11][CH2:10][CH2:9]2)[N:19]2[N:20]=[C:21]([C:23]3[CH:28]=[CH:27][CH:26]=[CH:25][CH:24]=3)[CH:22]=[C:18]2[N:17]=1. Procedure: There was dissolved, in ethanol (2 mL), trifluoroacetic acid salt of (7-morpholin-4-yl-2-phenyl-pyrazolo[1,5-a]pyrimidin-5-yl)-hydrazine (30.8 mg, 0.0572 mM), then 3-chloro-benzaldehyde (6.5 μL, 0.057 mM) was added to the solution and the mixture was stirred at room temperature for one hour. This reaction liquid was filtered and the resulting solid was purified by the NH-silica gel column chromatography (methylene chloride) to thus give the title compound (9.6 mg, yield: 34%). Starting materials: [OH-].[Na+] (sodium hydroxide), FC(COCCO)F (2-(2,2-difluoroethoxy)ethanol), S(=O)(=O)(C1=CC=C(C)C=C1)Cl (TsCl). Run in C1CCOC1 (THF), C1CCOC1 (THF), O (water). Run at time 10 minute. Product: CC1=CC=C(C=C1)S(=O)(=O)OCCOCC(F)F (2-(2,2-difluoroethoxy)ethyl 4-methylbenzenesulfonate). Yield: 112.5%. Reaction SMILES: [OH-].[Na+].[F:3][CH:4]([F:10])[CH2:5][O:6][CH2:7][CH2:8][OH:9].[S:11](Cl)([C:14]1[CH:20]=[CH:19][C:17]([CH3:18])=[CH:16][CH:15]=1)(=[O:13])=[O:12]>C1COCC1.O>[CH3:18][C:17]1[CH:19]=[CH:20][C:14]([S:11]([O:9][CH2:8][CH2:7][O:6][CH2:5][CH:4]([F:10])[F:3])(=[O:13])=[O:12])=[CH:15][CH:16]=1 |f:0.1|. Procedure details: To a cooled (0° C.) solution of 4.6 N sodium hydroxide (20.6 mL) was slowly added 2-(2,2-difluoroethoxy)ethanol (4 g, 31.7 mmol) in THF (10 mL) at a rate that maintained the temperature below 5° C. The mixture was stirred for 10 minutes, and TsCl (6.1 g, 32 mmol) in THF (10.6 mL) was slowly added at a rate that maintained the temperature below 5° C. The mixture was stirred for 30 minutes below 5° C., and then diluted with water. The aqueous layer was extracted with EtOAc (2×20 mL), and the combi... Starting materials: C(C)OC(=O)C1(CCN(CC1)CC)S(=O)(=O)C1=CC=C(C=C1)OCCCC (1-ethyl-4-(4-butoxy-benzenesulfonyl)-piperidine4-carboxylic acid ethyl ester). Solvent: CO (methanol), [OH-].[Na+] (NaOH). Product: C(C)N1CCC(CC1)(C(=O)O)S(=O)(=O)C1=CC=C(C=C1)OCCCC (1-Ethyl-4-(4-butoxy-benzenesulfonyl)-piperidine-4-carboxylic acid). As a reaction SMILES: C([O:3][C:4]([C:6]1([S:14]([C:17]2[CH:22]=[CH:21][C:20]([O:23][CH2:24][CH2:25][CH2:26][CH3:27])=[CH:19][CH:18]=2)(=[O:16])=[O:15])[CH2:11][CH2:10][N:9]([CH2:12][CH3:13])[CH2:8][CH2:7]1)=[O:5])C>CO.[OH-].[Na+]>[CH2:12]([N:9]1[CH2:8][CH2:7][C:6]([S:14]([C:17]2[CH:18]=[CH:19][C:20]([O:23][CH2:24][CH2:25][CH2:26][CH3:27])=[CH:21][CH:22]=2)(=[O:16])=[O:15])([C:4]([OH:5])=[O:3])[CH2:11][CH2:10]1)[CH3:13] |f:2.3|. Reported procedure: 1-Ethyl-4-(4-butoxy-benzenesulfonyl)-piperidine-4-carboxylic acid was prepared starting from 1-ethyl-4-(4-butoxy-benzenesulfonyl)-piperidine4-carboxylic acid ethyl ester (7.94 g, 20 mmol) dissolved in methanol (300 ml) and 10N NaOH (35 ml). The resulting reaction mixture was worked up as outlined in example 83. Yield 6.5 g (88%); white solid; mp 162° C.; MS: 370 (M+H)+